From a dataset of the Open Reaction Database (ORD), a public repository of structured organic reaction records. describe an organic reaction: reactants, conditions, products, and yield Reactants: O=C([O-])C(=O)[O-], O=C([O-])C(=O)[O-], CCCCC(=O)O, OCCc1ccccc1, [Sn+4]. Product: CCCCC(=O)OCCc1ccccc1. RXN SMILES: [C:17]([O-:18])(=[O:19])[C:20]([O-:21])=[O:22].[C:24]([O-:25])(=[O:26])[C:27]([O-:28])=[O:29].[CH3:1][CH2:2][CH2:3][CH2:4][C:5]([OH:6])=[O:7].[OH:8][CH2:9][CH2:10][c:11]1[cH:12][cH:13][cH:14][cH:15][cH:16]1.[Sn+4:23]>>[CH3:1][CH2:2][CH2:3][CH2:4][C:5]([O:6][CH2:9][CH2:10][c:11]1[cH:12][cH:13][cH:14][cH:15][cH:16]1)=[O:7]. Reactants: OO (Hydrogen peroxide), BrC1=CN=C(N=N1)N(C)C (6-bromo-3-dimethylamino-1,2,4-triazine). Run in C(C)(=O)O (acetic acid). Run at temperature 25 celsius, time 12 hour. Product: BrC=1C(NC(=NN1)N(C)C)=O (6-Bromo-3-dimethylamino-1,2,4-triazine-5(4H)-one). The yield is 68.3%. Reaction SMILES: [OH:1]O.[Br:3][C:4]1[N:9]=[N:8][C:7]([N:10]([CH3:12])[CH3:11])=[N:6][CH:5]=1>C(O)(=O)C>[Br:3][C:4]1[C:5](=[O:1])[NH:6][C:7]([N:10]([CH3:12])[CH3:11])=[N:8][N:9]=1. Reported procedure: Hydrogen peroxide (27% strength solution in water, 0.53 ml, 4.56 mmol) was added at 5° C. to a solution of 6-bromo-3-dimethylamino-1,2,4-triazine (IX) (J. Org. Chem. 43 (1978) 2514) (500 mg, 2.46 mmol) in glacial acetic acid (4 ml), and the reaction mixture was stirred at 25° C. for 12 hours. The resulting precipitate was collected, washed with water, dried in the air and recrystallized from ethanol. The ketone (X) (368 mg, 68%) was obtained as white crystals of melting point 261-262° C. (ethano... Reactants: C(Cl)(Cl)Cl (Chloroform), C(C1=CC=CC=C1)OC1=C(C(=O)NC2=C(C(=O)OC(C)(C)C)C=CC(=C2)C2=CC=CC=C2)C=CC(=C1)C1=NC=CC=C1 (tert-butyl 2-(2-(benzyloxy)-4-(pyridin-2-yl)benzamido)-4-phenylbenzoate), C(C)(=O)OCC (ethyl acetate). The reagents and catalysts are [C].[Pd] (palladium-carbon). Solvent: CO (methanol), O1CCOCC1 (dioxane). Run at time 30 minute. Yields the product OC1=C(C(=O)NC2=C(C(=O)OC(C)(C)C)C=CC(=C2)C2=CC=CC=C2)C=CC(=C1)C1=NC=CC=C1 (tert-butyl 2-(2-hydroxy-4-(pyridin-2-yl)benzamido)-4-phenylbenzoate). Isolated yield 101.0%. Reaction SMILES: C([O:8][C:9]1[CH:36]=[C:35]([C:37]2[CH:42]=[CH:41][CH:40]=[CH:39][N:38]=2)[CH:34]=[CH:33][C:10]=1[C:11]([NH:13][C:14]1[CH:26]=[C:25]([C:27]2[CH:32]=[CH:31][CH:30]=[CH:29][CH:28]=2)[CH:24]=[CH:23][C:15]=1[C:16]([O:18][C:19]([CH3:22])([CH3:21])[CH3:20])=[O:17])=[O:12])C1C=CC=CC=1.C(OCC)(=O)C.C(Cl)(Cl)Cl>CO.O1CCOCC1.[C].[Pd]>[OH:8][C:9]1[CH:36]=[C:35]([C:37]2[CH:42]=[CH:41][CH:40]=[CH:39][N:38]=2)[CH:34]=[CH:33][C:10]=1[C:11]([NH:13][C:14]1[CH:26]=[C:25]([C:27]2[CH:32]=[CH:31][CH:30]=[CH:29][CH:28]=2)[CH:24]=[CH:23][C:15]=1[C:16]([O:18][C:19]([CH3:22])([CH3:21])[CH3:20])=[O:17])=[O:12] |f:5.6|. Procedure details: To a solution mixture of the obtained tert-butyl 2-(2-(benzyloxy)-4-(pyridin-2-yl)benzamido)-4-phenylbenzoate (0.13 g) in methanol (2 mL), dioxane (2 mL), and ethyl acetate (4 mL), 10% palladium-carbon (67 mg) was added, followed by stirring under a hydrogen atmosphere at room temperature for 2 hours and 30 minutes. Chloroform was added to the reaction mixture. The insoluble substance was removed by filtration, and the solvent was evaporated under reduced pressure. The obtained residue was purif... The reactants are BrCC1=CC=C(C(=O)O)C=C1 (4-bromomethylbenzoic acid), [C-]#N.[K+] (KCN). Solvent: O.CCO (H2O EtOH). Yields the product C(#N)CC1=CC=C(C(=O)O)C=C1 (4-cyanomethylbenzoic acid). The yield is 78.6%. Reaction SMILES: Br[CH2:2][C:3]1[CH:11]=[CH:10][C:6]([C:7]([OH:9])=[O:8])=[CH:5][CH:4]=1.[C-:12]#[N:13].[K+]>O.CCO>[C:12]([CH2:2][C:3]1[CH:11]=[CH:10][C:6]([C:7]([OH:9])=[O:8])=[CH:5][CH:4]=1)#[N:13] |f:1.2,3.4|. Reported procedure: A suspension of 4-bromomethylbenzoic acid (25.26 g, 0.12 mol) and KCN (20 g, 0.31 mol) in 5:7 H2O/EtOH (60 mL) was heated to 75°-80° C. for four hours. The cooled reaction was partially concentrated, H2O added, and extracted 1× with EtOAc. After acidification of the aqueous layer, the resulting precipitate was filtered and washed well with H2O to yield 13.6 g; 4 EtOAc extractions of the filtrate yielded an additional 2.7 g. Recrystallization of the combined solids from H2O/EtOH using activated c... Starting materials: [H-].[Na+] (NaH), C(C)(C)[Si](C(C)C)(C(C)C)Cl (triisopropylsilyl chloride), ClC1=C2C(=NC=C1)NC(=C2)C (4-chloro-2-methyl-1H-pyrrolo[2,3-b]pyridine), ice water. Run in CN(C=O)C (N,N-dimethylformamide), C(C)(=O)OCC (ethyl acetate). Reaction conditions: time 1 hour. Product: ClC1=C2C(=NC=C1)N(C(=C2)C)[Si](C(C)C)(C(C)C)C(C)C (4-chloro-2-methyl-1-(triisopropylsilyl)-pyrrolo[2,3-b]pyridine). Reaction SMILES: [Cl:1][C:2]1[CH:7]=[CH:6][N:5]=[C:4]2[NH:8][C:9]([CH3:11])=[CH:10][C:3]=12.[H-].[Na+].[CH:14]([Si:17](Cl)([CH:21]([CH3:23])[CH3:22])[CH:18]([CH3:20])[CH3:19])([CH3:16])[CH3:15]>CN(C)C=O.C(OCC)(=O)C>[Cl:1][C:2]1[CH:7]=[CH:6][N:5]=[C:4]2[N:8]([Si:17]([CH:21]([CH3:23])[CH3:22])([CH:18]([CH3:20])[CH3:19])[CH:14]([CH3:16])[CH3:15])[C:9]([CH3:11])=[CH:10][C:3]=12 |f:1.2|. Reported procedure: To a solution of 4-chloro-2-methyl-1H-pyrrolo[2,3-b]pyridine (0.85 g) in N,N-dimethylformamide (8.5 ml) was added 60% oil-suspended NaH (245 mg) under nitrogen atmosphere while being cooled in an ice water bath. The reaction solution was stirred at ambient temperature for 1 hour and cooled again in the ice water bath. To the reaction solution was added triisopropylsilyl chloride (1.3 ml) slowly dropwise for 10 or more minutes. The reaction solution was stirred for 3 hours at ambient temperature ... Reactants: [N+](=O)([O-])C1=CC=C(C=N1)OC1=CC(=NC=C1)C1=CC(=NC=C1)C(F)(F)F (4-((6-nitropyridin-3-yl)oxy)-2′-(trifluoromethyl)-2,4′-bipyridine). Reagents/catalysts: [Pd] (Pd/C). The solvent is CO (MeOH). Product: FC(C1=NC=CC(=C1)C1=NC=CC(=C1)OC=1C=CC(=NC1)N)(F)F (5-((2′-(trifluoromethyl)-[2,4′-bipyridin]-4-yl)oxy)pyridin-2-amine). The yield is 32.9%. As a reaction SMILES: [N+:1]([C:4]1[N:9]=[CH:8][C:7]([O:10][C:11]2[CH:16]=[CH:15][N:14]=[C:13]([C:17]3[CH:22]=[CH:21][N:20]=[C:19]([C:23]([F:26])([F:25])[F:24])[CH:18]=3)[CH:12]=2)=[CH:6][CH:5]=1)([O-])=O>CO.[Pd]>[F:26][C:23]([F:24])([F:25])[C:19]1[CH:18]=[C:17]([C:13]2[CH:12]=[C:11]([O:10][C:7]3[CH:6]=[CH:5][C:4]([NH2:1])=[N:9][CH:8]=3)[CH:16]=[CH:15][N:14]=2)[CH:22]=[CH:21][N:20]=1. Procedure details: A solution of 4-((6-nitropyridin-3-yl)oxy)-2′-(trifluoromethyl)-2,4′-bipyridine (0.139 g, 0.384 mmol) in MeOH (10 mL) was treated with 10% Pd/C (50% wet, 0.041 g, 0.038 mmol) and hydrogenated (1 atm) for 5 h. The solids were removed via filtration through diatomaceous earth, the filtrate concentrated to dryness and purified via silica gel chromatography (MeOH/EtOAc) to afford 5-((2′-(trifluoromethyl)-[2,4′-bipyridin]-4-yl)oxy)pyridin-2-amine (42 mg, 33%). 1H NMR (400 MHz, DMSO-d6): δ 8.87 (d, J=... Starting materials: CCOCC, CC(C)(C)N, CCOC(C)=O, CN1CCOCC1, O=S(=O)(Cl)CCl. Product: CC(C)(C)NS(=O)(=O)CCl. As a reaction SMILES: [CH3:19][CH2:20][O:21][CH2:22][CH3:23].[CH3:1][C:2]([CH3:3])([CH3:4])[NH2:5].[CH3:24][CH2:25][O:26][C:27](=[O:28])[CH3:29].[CH3:6][N:7]1[CH2:8][CH2:9][O:10][CH2:11][CH2:12]1.[Cl:13][CH2:14][S:15](=[O:16])(=[O:17])[Cl:18]>>[CH3:1][C:2]([CH3:3])([CH3:4])[NH:5][S:15]([CH2:14][Cl:13])(=[O:16])=[O:17]. Starting materials: COC(=O)C=1N=C(C2=CC=CC=C2C1OC)CC1=CC=C(C=C1)F (1-(4-fluoro-benzyl)-4-methoxy-isoquinoline-3-carboxylic acid methyl ester), ClC1=CC(=C(C=C1)NC)S(=O)(=O)C ((4-chloro-2-methanesulfonyl-phenyl)-methyl-amine). Yields the product ClC=1C=CC(=C(C1)S(=O)(=O)CC(=O)C=1N=C(C2=CC=CC=C2C1O)CC1=CC=C(C=C1)F)NC (2-(5-Chloro-2-methylamino-benzenesulfonyl)-1-[1-(4-fluoro-benzyl)-4-hydroxy-isoquinolin-3-yl]-ethanone). As a reaction SMILES: CO[C:3]([C:5]1[N:6]=[C:7]([CH2:17][C:18]2[CH:23]=[CH:22][C:21]([F:24])=[CH:20][CH:19]=2)[C:8]2[C:13]([C:14]=1[O:15]C)=[CH:12][CH:11]=[CH:10][CH:9]=2)=[O:4].[Cl:25][C:26]1[CH:31]=[CH:30][C:29]([NH:32][CH3:33])=[C:28]([S:34]([CH3:37])(=[O:36])=[O:35])[CH:27]=1>>[Cl:25][C:26]1[CH:31]=[CH:30][C:29]([NH:32][CH3:33])=[C:28]([S:34]([CH2:37][C:3]([C:5]2[N:6]=[C:7]([CH2:17][C:18]3[CH:19]=[CH:20][C:21]([F:24])=[CH:22][CH:23]=3)[C:8]3[C:13]([C:14]=2[OH:15])=[CH:12][CH:11]=[CH:10][CH:9]=3)=[O:4])(=[O:35])=[O:36])[CH:27]=1. Reported procedure: 2-(5-Chloro-2-methylamino-benzenesulfonyl)-1-[1-(4-fluoro-benzyl)-4-hydroxy-isoquinolin-3-yl]-ethanone (36a) was prepared from 1-(4-fluoro-benzyl)-4-methoxy-isoquinoline-3-carboxylic acid methyl ester and (4-chloro-2-methanesulfonyl-phenyl)-methyl-amine as described in steps 1-4 of Example 8. The reactants are C(C(=O)O)(=O)O (oxalic acid), ClC=1C=C(C=CC1)[C@@H]1N[C@@H](C[C@@H](C1)O)C ((2R*,4S*,6R*)-2-(3-Chlorophenyl)-6-methyl-4-piperidinol). Solvent: C(C)(C)O (isopropanol). Conditions: time 1 hour. Product: C(C(=O)O)(=O)O.ClC=1C=C(C=CC1)[C@@H]1N[C@@H](C[C@@H](C1)O)C ((2R*,4S*,6R*)-2-(3-Chlorophenyl)-6-methyl-4-piperidinol oxalate). RXN SMILES: [C:1]([OH:6])(=[O:5])[C:2]([OH:4])=[O:3].[Cl:7][C:8]1[CH:9]=[C:10]([C@H:14]2[CH2:19][C@@H:18]([OH:20])[CH2:17][C@@H:16]([CH3:21])[NH:15]2)[CH:11]=[CH:12][CH:13]=1>C(O)(C)C>[C:1]([OH:6])(=[O:5])[C:2]([OH:4])=[O:3].[Cl:7][C:8]1[CH:9]=[C:10]([C@H:14]2[CH2:19][C@@H:18]([OH:20])[CH2:17][C@@H:16]([CH3:21])[NH:15]2)[CH:11]=[CH:12][CH:13]=1 |f:3.4|. Procedure details: 11 mmol of oxalic acid are added to a solution, in isopropanol, of 10 mmol of the compound obtained in Step A of Example 6. After stirring for 1 hour at ambient temperature, the solvents are evaporated off to yield the expected product in the form of crystals.